From a dataset of the Open Reaction Database (ORD), a public repository of structured organic reaction records. describe an organic reaction: reactants, conditions, products, and yield The reactants are FC=1C=C(CN)C=CC1C (3-fluoro-4-methylbenzyl amine), C(C)N(C(C)C)C(C)C (N-ethyl-N-isopropylpropan-2-amine), BrC(C(=O)Cl)CCBr (2,4-dibromobutanoyl chloride), ice, ice. Run in ClCCl (dichloromethane), ClCCl (dichloromethane). The product is BrC(C(=O)NCC1=CC(=C(C=C1)C)F)CCBr (2,4-dibromo-N-(3-fluoro-4-methylbenzyl)butanamide). Yield: 87.6%. RXN SMILES: [F:1][C:2]1[CH:3]=[C:4]([CH:7]=[CH:8][C:9]=1[CH3:10])[CH2:5][NH2:6].C(N(C(C)C)C(C)C)C.[Br:20][CH:21]([CH2:25][CH2:26][Br:27])[C:22](Cl)=[O:23]>ClCCl>[Br:20][CH:21]([CH2:25][CH2:26][Br:27])[C:22]([NH:6][CH2:5][C:4]1[CH:7]=[CH:8][C:9]([CH3:10])=[C:2]([F:1])[CH:3]=1)=[O:23]. Procedure: To a stirring 0° C. solution of 3-fluoro-4-methylbenzyl amine (2.0 g, 14 mmol) and N-ethyl-N-isopropylpropan-2-amine (3.5 mL, 20 mmol) in dichloromethane (30 mL) was added dropwise a solution of 2,4-dibromobutanoyl chloride (3.98 g, 15 mmol) in dichloromethane (5 mL). After completion of the addition, the reaction was stirred in the ice bath until all of the ice had melted, then it was partitioned between ethyl acetate and water. The layers were separated, the organic layer was washed with brine...